From a dataset of the Open Reaction Database (ORD), a public repository of structured organic reaction records. describe an organic reaction: reactants, conditions, products, and yield Starting materials: NC1=C(OC(C(=O)O)C)C=CC(=C1)N (2-(2,4-diaminophenoxy)-propionic acid), C(O)([O-])=O.[Na+] (sodium hydrogen carbonate), [N+](=O)([O-])C1=C(C=CC(=C1)[N+](=O)[O-])CCC(=O)O (3-(2,4-dinitrophenyl)-propionic acid), [Na] (sodium), [Na] (sodium). The product is [N+](=O)([O-])C1=C(OC(C(=O)O)C)C=CC(=C1)[N+](=O)[O-] (2-(2,4-dinitrophenoxy)-propionic acid), [Na] (sodium). RXN SMILES: [N+:1]([C:4]1[CH:9]=[C:8]([N+:10]([O-:12])=[O:11])[CH:7]=[CH:6][C:5]=1CCC(O)=O)([O-:3])=[O:2].[Na:18].C(=O)([O-])O.[Na+].NC1C=C(N)C=CC=1[O:27][CH:28]([CH3:32])[C:29]([OH:31])=[O:30]>>[N+:1]([C:4]1[CH:9]=[C:8]([N+:10]([O-:12])=[O:11])[CH:7]=[CH:6][C:5]=1[O:27][CH:28]([CH3:32])[C:29]([OH:31])=[O:30])([O-:3])=[O:2].[Na:18] |f:2.3,^1:17,55|. Procedure: The 2-(2,4-dinitrophenoxy)-propionic acid from step (a) was converted into the sodium salt with sodium hydrogen carbonate and reduced in aqueous solution, using procedures analogous to those set forth in A, and the sodium salt was then isolated. Five grams of 2-(2,4-dinitrophenoxy)-propionic acid yielded 2.4 gm of sodium salt of 2-(2,4-diaminophenoxy)-propionic acid. The reactants are ClC(Cl)Cl, OCCSC1CCCCCC1, [Na+], O, O=C([O-])O, O=S(Cl)Cl. The product is ClCCSC1CCCCCC1. Reaction SMILES: [CH:22]([Cl:23])([Cl:24])[Cl:25].[CH:5]1([S:12][CH2:13][CH2:14][OH:15])[CH2:6][CH2:7][CH2:8][CH2:9][CH2:10][CH2:11]1.[Na+:17].[OH2:16].[OH:18][C:19](=[O:20])[O-:21].[S:1]([Cl:2])([Cl:3])=[O:4]>>[Cl:3][CH2:14][CH2:13][S:12][CH:5]1[CH2:6][CH2:7][CH2:8][CH2:9][CH2:10][CH2:11]1. Reactants: CN (Methylamine), CC=1N=C(SC1C1=CC=NC=C1)NC(=O)N1C=NC=C1 (Imidazole-1-carboxylic acid (4-methyl-5-pyridin-4-yl-thiazol-2-yl)-amide). Solvent: O (water), CN(C)C=O (DMF). Reaction conditions: time 1 hour. Product: CNC(=O)NC=1SC(=C(N1)C)C1=CC=NC=C1 (1-Methyl-3-(4-methyl-5-pyridin-4-yl-thiazol-2-yl)-urea). Reaction SMILES: CN.[CH3:3][C:4]1[N:5]=[C:6]([NH:15][C:16]([N:18]2C=CN=[CH:19]2)=[O:17])[S:7][C:8]=1[C:9]1[CH:14]=[CH:13][N:12]=[CH:11][CH:10]=1>O.CN(C=O)C>[CH3:19][NH:18][C:16]([NH:15][C:6]1[S:7][C:8]([C:9]2[CH:14]=[CH:13][N:12]=[CH:11][CH:10]=2)=[C:4]([CH3:3])[N:5]=1)=[O:17]. Reported procedure: Methylamine (0.030 ml of a 40% w/w/solution in water, 0.351 mmol) is added to a stirred suspension of imidazole-1-carboxylic acid (4-methyl-5-pyridin-4-yl-thiazol-2-yl)-amide (18a) (0.1 g, 0.351 mmol) in DMF (3 ml). The reaction mixture is stirred at room temperature for 1 hour and then the solvent is removed in vacuo. The crude product is dissolved in THF/DMF (10:1, 3 ml) and passed through a polymer supported isocyanate resin (0.9 g, 1.1 mmol/g loading) and washed through with THF. The solutio...